Dataset: the Open Reaction Database (ORD), a public repository of structured organic reaction records. Task: describe an organic reaction: reactants, conditions, products, and yield Reaction SMILES: [CH3:1][Si:2]([C:5]#[C:6][C@@H:7]1[NH:11][C@H:10]([C:12]([O:14][CH3:15])=[O:13])[CH2:9][CH2:8]1)([CH3:4])[CH3:3].CN(C1C=CC=CN=1)C.CN1CCOCC1.O.[C:33]([O:37][C:38]([NH:40][C@H:41]([C:46](O)=[O:47])[CH2:42][CH:43]([CH3:45])[CH3:44])=[O:39])([CH3:36])([CH3:35])[CH3:34].Cl.CN(C)CCCN=C=NCC>ClCCl>[C:33]([O:37][C:38]([NH:40][C@H:41]([C:46]([N:11]1[C@@H:7]([C:6]#[C:5][Si:2]([CH3:3])([CH3:4])[CH3:1])[CH2:8][CH2:9][C@H:10]1[C:12]([O:14][CH3:15])=[O:13])=[O:47])[CH2:42][CH:43]([CH3:44])[CH3:45])=[O:39])([CH3:35])([CH3:36])[CH3:34] |f:3.4,5.6|. The solvent is ClCCl (dichloromethane). Procedure details: To a solution of methyl (5R)-5-((trimethylsilyl)ethynyl)-L-prolinate (1.6 grams, 7.48 mmol), dimethylaminopyridine (913 mg, 7.48 mmol), N-methylmorpholine (1.23 mL, 11.22 mmol), and N-(tert-butoxycabonyl)-L-leucine monohydrate (2.24 g, 8.98 mmol) in dichloromethane (30 mL) at room temperature was added 1-(3-dimethylaminopropyl)-3-ethylcarbodiimide hydrochloride (1.72 g, 8.98 mmol). The resulting mixture was stirred 16 hours at room temperature, and partitioned between ethyl acetate (200 mL) and ... Conditions: time 16 hour. The product is C(C)(C)(C)OC(=O)N[C@@H](CC(C)C)C(=O)N1[C@H](C(=O)OC)CC[C@@H]1C#C[Si](C)(C)C (methyl N-(tert-butoxycarbonyl)-L-leucyl-(5R)-5-((trimethylsilyl)ethynyl)-L-prolinate). Starting materials: C[Si](C)(C)C#C[C@H]1CC[C@H](N1)C(=O)OC (methyl (5R)-5-((trimethylsilyl)ethynyl)-L-prolinate), CN(C)C1=NC=CC=C1 (dimethylaminopyridine), CN1CCOCC1 (N-methylmorpholine), O.C(C)(C)(C)OC(=O)N[C@@H](CC(C)C)C(=O)O (N-(tert-butoxycabonyl)-L-leucine monohydrate), Cl.CN(CCCN=C=NCC)C (1-(3-dimethylaminopropyl)-3-ethylcarbodiimide hydrochloride). Starting materials: [Si](C)(C)(C(C)(C)C)OC1CCC(CC1)N1C(=CC2=CC=CC=C12)C1CC1 (1-[4-(tert-butyldimethylsilanyloxy)cyclohexyl]-2-cyclopropyl-1H-indole), [F-].C(CCC)[N+](CCCC)(CCCC)CCCC (tetrabutylammonium fluoride). Solvent: O1CCCC1 (tetrahydrofuran). Run at time 72 hour. Product: C1(CC1)C=1N(C2=CC=CC=C2C1)C1CCC(CC1)O (4-(2-Cyclopropylindol-1-yl)cyclohexanol). Reaction SMILES: [Si]([O:8][CH:9]1[CH2:14][CH2:13][CH:12]([N:15]2[C:23]3[C:18](=[CH:19][CH:20]=[CH:21][CH:22]=3)[CH:17]=[C:16]2[CH:24]2[CH2:26][CH2:25]2)[CH2:11][CH2:10]1)(C(C)(C)C)(C)C.[F-].C([N+](CCCC)(CCCC)CCCC)CCC>O1CCCC1>[CH:24]1([C:16]2[N:15]([CH:12]3[CH2:13][CH2:14][CH:9]([OH:8])[CH2:10][CH2:11]3)[C:23]3[C:18]([CH:17]=2)=[CH:19][CH:20]=[CH:21][CH:22]=3)[CH2:26][CH2:25]1 |f:1.2|. Procedure details: Crude 1-[4-(tert-butyldimethylsilanyloxy)cyclohexyl]-2-cyclopropyl-1H-indole from above (10.4 mmol) was dissolved in tetrahydrofuran (150 mL), and tetrabutylammonium fluoride (21 mL, 1 M in THF, 21 mmol) was added. After the reaction was stirred for 72 hours it was concentrated and the residue partitioned between ethyl acetate and water. The organic layer was dried (MgSO4), concentrated and purified by SiO2 chromatography (10-50% ethyl acetate/hexanes) to give two (cis/trans) isomers (355 mg of ... Reactants: ClC=1C=CC=C2C=C(NC12)C (7-chloro-2-methyl-1H-indole), C(C=C)#N (acrylonitrile). The solvent is O1CCOCC1 (dioxane), O1CCOCC1 (dioxane). Reaction conditions: temperature 60 celsius. Product: ClC=1C=CC=C2C=C(N(C12)CCC#N)C (3-(7-Chloro-2-methyl-1H-indol-1-yl)propanenitrile). Reaction SMILES: [Cl:1][C:2]1[CH:3]=[CH:4][CH:5]=[C:6]2[C:10]=1[NH:9][C:8]([CH3:11])=[CH:7]2.[C:12](#[N:15])[CH:13]=[CH2:14]>O1CCOCC1>[Cl:1][C:2]1[CH:3]=[CH:4][CH:5]=[C:6]2[C:10]=1[N:9]([CH2:14][CH2:13][C:12]#[N:15])[C:8]([CH3:11])=[CH:7]2. Procedure details: 20 g of 7-chloro-2-methyl-1H-indole are mixed in 100 ml of dioxane with 3 g of triton B, 3 g of acrylonitrile are slowly added, 250 ml of dioxane are added again and then the mixture is heated at 60° C. for 2 hours. The medium is evaporated and then the residue is taken up in AcOEt. The precipitate formed being removed, the product obtained is used as is in the following stage. Reactants: Brc1cncc(Br)c1, [H-], [Na+], [Na+], CN(C)C=O, [OH-], O, Oc1ccccc1. The product is Brc1cncc(Oc2ccccc2)c1. RXN SMILES: [Br:10][c:11]1[cH:12][n:13][cH:14][c:15]([Br:16])[cH:17]1.[H-:1].[Na+:19].[Na+:2].[O:20]=[CH:21][N:22]([CH3:23])[CH3:24].[OH-:18].[OH2:25].[OH:3][c:4]1[cH:5][cH:6][cH:7][cH:8][cH:9]1>>[O:3]([c:4]1[cH:5][cH:6][cH:7][cH:8][cH:9]1)[c:15]1[cH:14][n:13][cH:12][c:11]([Br:10])[cH:17]1. The product is BrC1=NN(C(C2=CC=CC=C12)=O)C1=CC=C(C=C1)NC(C)=O (N-[4-(4-Bromo-1-oxo-1H-phthalazin-2-yl)-phenyl]acetamide). Reactants: C(C)(=O)Cl (Acetyl chloride), NC1=CC=C(C=C1)N1C(C2=CC=CC=C2C(=N1)Br)=O (2-(4-amino-phenyl)-4-bromo-2H-phthalazin-1-one). RXN SMILES: [C:1](Cl)(=[O:3])[CH3:2].[NH2:5][C:6]1[CH:11]=[CH:10][C:9]([N:12]2[N:21]=[C:20]([Br:22])[C:19]3[C:14](=[CH:15][CH:16]=[CH:17][CH:18]=3)[C:13]2=[O:23])=[CH:8][CH:7]=1>N1C=CC=CC=1>[Br:22][C:20]1[C:19]2[C:14](=[CH:15][CH:16]=[CH:17][CH:18]=2)[C:13](=[O:23])[N:12]([C:9]2[CH:10]=[CH:11][C:6]([NH:5][C:1](=[O:3])[CH3:2])=[CH:7][CH:8]=2)[N:21]=1. Reported procedure: Acetyl chloride (0.15 g, 1.90 mmol) was added at room temperature to a stirred solution of 2-(4-amino-phenyl)-4-bromo-2H-phthalazin-1-one (0.30 g, 0.95 mmol) in pyridine (3 ml). Stirring was continued for 12 h before the solvent was evaporated in vacuum. The resulting raw product was dissolved in H2O and the title compound was collected by filtration (0.22 g, 65% yield). 1H-NMR: (400 MHz, D6-DMSO) 10.16 (1H, s), 8.37 (1H, d), 8.08 (1H, t), 8.00–8.03 (2H, m), 7.72 (2H, d), 7.52 (2H, d), 2.05 (3H,... Run at time 12 hour. Solvent: N1=CC=CC=C1 (pyridine). Isolated yield 65.0%. Starting materials: C1(=CC=CC=C1)C1=CC=CC=C1 (biphenyl), C(C)(C)(C)C1=C(C(=CC(=C1)C)C(C)(C)C)O (2,6-di-t-butyl-4-methylphenol), [N+](=O)([O-])C (nitromethane), [Cl-].[Al+3].[Cl-].[Cl-] (aluminum chloride), ice water, [N+](=O)([O-])C (nitromethane). Conditions: time 30 minute. Yields the product C(C)(C)(C)C1=CC=C(C=C1)C1=CC=C(C=C1)C(C)(C)C (4,4'-Di-t-butylbiphenyl). Isolated yield 41.0%. Reaction SMILES: [Cl-].[Al+3].[Cl-].[Cl-].[C:5]1([C:11]2[CH:16]=CC=C[CH:12]=2)[CH:10]=[CH:9][CH:8]=[CH:7][CH:6]=1.C([C:21]1[CH:26]=[C:25](C)[CH:24]=[C:23]([C:28]([CH3:31])([CH3:30])[CH3:29])[C:22]=1O)(C)(C)C.[N+]([CH3:36])([O-])=O>>[C:11]([C:5]1[CH:6]=[CH:7][C:8]([C:26]2[CH:21]=[CH:22][C:23]([C:28]([CH3:29])([CH3:30])[CH3:31])=[CH:24][CH:25]=2)=[CH:9][CH:10]=1)([CH3:12])([CH3:16])[CH3:36] |f:0.1.2.3|. Reported procedure: Into a 250 ml 3-neck round bottom flask equipped with a mechanical stirrer, thermometer, and inlet was charged, with agitation, 40 mL of nitromethane to which was added portionwise 20.7 grams (156 mmol, 1.69 eq) of aluminum chloride with agitation and cooling so as not to exceed 40° C. This solution was added to a mixture of 14.2 grams (92.1 mmol, 1.0 eq) of biphenyl and 26.5 grams (120 mmol, 1.3 eq) of 2,6-di-t-butyl-4-methylphenol in 40 mL of nitromethane at 15° C. over a period of 5 to 10 min... The reactants are ClC1=NC=C(C=C1C(=O)N[C@@H](C)C1=CC=C(C(=O)OC(C)(C)C)C=C1)Cl (tert-Butyl 4-((1S)-1-{[(2,5-dichloropyridin-3-yl)carbonyl]amino}ethyl)benzoate), N1=C(C=CC=C1)C1=CC=C(C=C1)O (4-pyridin-2-ylphenol). Yields the product ClC=1C=C(C(=NC1)OC1=CC=C(C=C1)C1=NC=CC=C1)C(=O)N[C@@H](C)C1=CC=C(C(=O)OC(C)(C)C)C=C1 (tert-Butyl 4-[(1S)-1-({[5-chloro-2-(4-pyridin-2-ylphenoxy)pyridin-3-yl]carbonyl}amino)ethyl]benzoate). Reaction SMILES: Cl[C:2]1[C:7]([C:8]([NH:10][C@H:11]([C:13]2[CH:25]=[CH:24][C:16]([C:17]([O:19][C:20]([CH3:23])([CH3:22])[CH3:21])=[O:18])=[CH:15][CH:14]=2)[CH3:12])=[O:9])=[CH:6][C:5]([Cl:26])=[CH:4][N:3]=1.[N:27]1[CH:32]=[CH:31][CH:30]=[CH:29][C:28]=1[C:33]1[CH:38]=[CH:37][C:36]([OH:39])=[CH:35][CH:34]=1>>[Cl:26][C:5]1[CH:6]=[C:7]([C:8]([NH:10][C@H:11]([C:13]2[CH:25]=[CH:24][C:16]([C:17]([O:19][C:20]([CH3:23])([CH3:22])[CH3:21])=[O:18])=[CH:15][CH:14]=2)[CH3:12])=[O:9])[C:2]([O:39][C:36]2[CH:35]=[CH:34][C:33]([C:28]3[CH:29]=[CH:30][CH:31]=[CH:32][N:27]=3)=[CH:38][CH:37]=2)=[N:3][CH:4]=1. Procedure details: The title compound was prepared according to the procedure described in step 2 of Example 45 from tert-butyl 4-((1S)-1-{[(2,5-dichloropyridin-3-yl)carbonyl]amino}ethyl)benzoate (step 1 of Example 45) and 4-pyridin-2-ylphenol (Tetrahedron, 1998, 54, 1289): 1H-NMR (CDCl3) δ 8.71 (1H, m), 8.56 (1H, d, J=2.8 Hz), 8.19–7.71 (8H, m), 7.41 (2H, d, J=1.8 Hz), 7.29–7.25 (3H, m), 5.36 (1H, m), 1.58 (3H, d, J=7.0 Hz), 1.57 (9H, s).